Dataset: the Open Reaction Database (ORD), a public repository of structured organic reaction records. Task: describe an organic reaction: reactants, conditions, products, and yield Reactants: C(CC)C(CBr)CBr (2-n-Propyl-1,3-dibromopropane), [O-]CC.[Na+] (sodium ethoxide), C(CC(=O)OCC)(=O)OCC (Diethyl malonate), [O-]CC.[Na+] (sodium ethoxide), sodiumto, [Na] (sodium). Solvent: C(C)O (ethanol), C(C)O (ethanol). Reaction conditions: time 1 hour. The product is C(C)OC(=O)C1(CC(C1)CCC)C(=O)OCC (3-n-Propylcyclobutane-1,1-dicarboxylic acid diethyl ester). The yield is 84.0%. RXN SMILES: [C:1]([O:9][CH2:10][CH3:11])(=[O:8])[CH2:2][C:3]([O:5][CH2:6][CH3:7])=[O:4].[O-]CC.[Na+].[Na].[CH2:17]([CH:20]([CH2:23]Br)[CH2:21]Br)[CH2:18][CH3:19]>C(O)C>[CH2:10]([O:9][C:1]([C:2]1([C:3]([O:5][CH2:6][CH3:7])=[O:4])[CH2:23][CH:20]([CH2:17][CH2:18][CH3:19])[CH2:21]1)=[O:8])[CH3:11] |f:1.2,^1:15|. Procedure: Diethyl malonate (96.0 g., 0.608 mol) was added to sodium ethoxide solution [prepared by the addition of 13.8 g. (0.6 gram atom) of sodium to 300 ml. of absolute ethanol] and the mixture was refluxed with stirring. Over a period of one hour, sodium ethoxide solution [prepared by the addition of 12.2 g. (0.5 gram atom) of sodiumto 200 ml. of absolute ethanol] and 2-n-propyl-1,3-dibromopropane (12.2 g., 0.5 mol, prepared as described in Reference Example 1) were added concurrently to the boiling r... Reactants: C(C)(C)(C)C=1N=C(SC1)C=1OC2=C(C1)C=C(C=C2)CSC2=C(C=CC=C2)CO (4-tert-butyl-2-[5-(2-hydroxymethylphenylthiomethyl)benzofuran-2-yl]thiazole), S(=O)(Cl)Cl (thionyl chloride), C(O)([O-])=O.[Na+] (sodium hydrogen carbonate). The reagents and catalysts are CN(C=O)C (N,N-dimethylformamide). Solvent: C(Cl)(Cl)Cl (chloroform). Conditions: time 3 hour. Yields the product C(C)(C)(C)C=1N=C(SC1)C=1OC2=C(C1)C=C(C=C2)CSC2=C(C=CC=C2)CCl (4-tert-butyl-2-[5-(2-chloromethylphenylthiomethyl)benzofuran-2-yl]thiazole). Yield: 136.2%. RXN SMILES: [C:1]([C:5]1[N:6]=[C:7]([C:10]2[O:11][C:12]3[CH:18]=[CH:17][C:16]([CH2:19][S:20][C:21]4[CH:26]=[CH:25][CH:24]=[CH:23][C:22]=4[CH2:27]O)=[CH:15][C:13]=3[CH:14]=2)[S:8][CH:9]=1)([CH3:4])([CH3:3])[CH3:2].S(Cl)([Cl:31])=O.C(=O)([O-])O.[Na+]>CN(C)C=O.C(Cl)(Cl)Cl>[C:1]([C:5]1[N:6]=[C:7]([C:10]2[O:11][C:12]3[CH:18]=[CH:17][C:16]([CH2:19][S:20][C:21]4[CH:26]=[CH:25][CH:24]=[CH:23][C:22]=4[CH2:27][Cl:31])=[CH:15][C:13]=3[CH:14]=2)[S:8][CH:9]=1)([CH3:4])([CH3:3])[CH3:2] |f:2.3|. Reported procedure: A mixture of 4-tert-butyl-2-[5-(2-hydroxymethylphenylthiomethyl)benzofuran-2-yl]thiazole (0.42 g), thionyl chloride (0.1 g) and N,N-dimethylformamide (3 drops) in chloroform (5 ml) was stirred for 3 hours at ambient temperature. The resulting mixture was poured into aqueous sodium hydrogen carbonate solution and extracted with chloroform. The extract was washed with brine, dried over magnesium sulfate and concentrated under reduced pressure to give 4-tert-butyl-2-[5-(2-chloromethylphenylthiometh... Reactants: C(C1=CC=CC=C1)OC(=O)N1[C@H](C(=O)OC)C[C@@H](C1)O ((cis)-1-benzyloxycarbonyl-4-hydroxy-L-proline, methyl ester), Cl (HCl). The reagents and catalysts are [Pd] (palladium on activated carbon). The solvent is CO (methanol). Reaction conditions: time 4 hour. The product is Cl.O[C@H]1C[C@H](NC1)C(=O)OC ((cis)-4-Hydroxy-L-proline, methyl ester hydrochloride). Yield: 103.1%. RXN SMILES: C(OC([N:11]1[CH2:19][C@@H:18]([OH:20])[CH2:17][C@H:12]1[C:13]([O:15][CH3:16])=[O:14])=O)C1C=CC=CC=1.[ClH:21]>[Pd].CO>[ClH:21].[OH:20][C@@H:18]1[CH2:19][NH:11][C@H:12]([C:13]([O:15][CH3:16])=[O:14])[CH2:17]1 |f:4.5|. Procedure details: Into a 1 liter Parr hydrogenation bottle was placed 29.90 g (107.12 mmol) of (cis)-1-benzyloxycarbonyl-4-hydroxy-L-proline, methyl ester (reference: J. Am. Chem. Soc., 79, 185, (1957)), 400 ml of methanol, 9.83 ml (117.90 mmol) of concentrated HCl, and 3.00 g of 10% palladium on activated carbon. The mixture was shaken under a hydrogen atmosphere at 50 psi for 4 hours, then filtered through a Millipore filter; the palladium was washed with 100 ml of methanol. The filtrate was concentrated under ... The reactants are C, Cc1cccc(CCOc2ccc([N+](=O)[O-])cc2)n1, CO, CCOC(C)=O, [H][H], [Pd]. Product: Cc1cccc(CCOc2ccc(N)cc2)n1. As a reaction SMILES: [C:24].[CH3:1][c:2]1[cH:3][cH:4][cH:5][c:6]([CH2:8][CH2:9][O:10][c:11]2[cH:12][cH:13][c:14]([N+:17]([O-:18])=[O:19])[cH:15][cH:16]2)[n:7]1.[CH3:20][OH:21].[CH3:26][CH2:27][O:28][C:29](=[O:30])[CH3:31].[H:22][H:23].[Pd:25]>>[CH3:1][c:2]1[cH:3][cH:4][cH:5][c:6]([CH2:8][CH2:9][O:10][c:11]2[cH:12][cH:13][c:14]([NH2:17])[cH:15][cH:16]2)[n:7]1. Reactants: C(C)(C)(C)OC(=O)N1[C@H](C(=O)SCC(C(=O)O)C)CCC1 (3-[1-(tert-butyloxycarbonyl)-L-prolylthio]-2-methylpropanoic acid). Solvent: FC(C(=O)O)(F)F (trifluoroacetic acid), C1(=CC=CC=C1)OC (anisole). Run at time 3 day. The product is CC1C(N2[C@H](C(SC1)=O)CCC2)=O ((4RS-9aS)-Hexahydro-4-methyl-1H,5H-pyrrolo-[2,1-c][1,4]thiazepine-1,5-dione). Reaction SMILES: C(OC([N:8]1[CH2:21][CH2:20][CH2:19][C@H:9]1[C:10]([S:12][CH2:13][CH:14]([CH3:18])[C:15](O)=[O:16])=[O:11])=O)(C)(C)C>FC(F)(F)C(O)=O.C1(OC)C=CC=CC=1>[CH3:18][CH:14]1[CH2:13][S:12][C:10](=[O:11])[C@@H:9]2[CH2:19][CH2:20][CH2:21][N:8]2[C:15]1=[O:16]. Reported procedure: 3-[1-(tert-butyloxycarbonyl)-L-prolylthio]-2-methylpropanoic acid (2.3 g) is dissolved in a mixture of trifluoroacetic acid (15 ml) and anisole (1.1 g). After fifteen minutes at room temperature the mixture is concentrated to dryness in vacuo and the residue triturated with ether-hexane (1:1). The insoluble material is dried in vacuo, dissolved in dichloromethane (100 ml) and added dropwise to a stirred solution of 1-cyclohexyl-3-(2-morpholinoethyl) carbodiimide metho-p-toluene sulfonate (20 g) ... Reactants: COC(=O)CBr, CN(C)C=O, [H-], [Na+], COc1ccc(CCC(=O)c2c(O)cc(OC)cc2OC)cc1. Yields the product COC(=O)COc1cc(OC)cc(OC)c1C(=O)CCc1ccc(OC)cc1. Reaction SMILES: [Br:26][CH2:27][C:28](=[O:29])[O:30][CH3:31].[CH3:32][N:33]([CH3:34])[CH:35]=[O:36].[H-:24].[Na+:25].[OH:1][c:2]1[c:3]([C:12]([CH2:13][CH2:14][c:15]2[cH:16][cH:17][c:18]([O:21][CH3:22])[cH:19][cH:20]2)=[O:23])[c:4]([O:10][CH3:11])[cH:5][c:6]([O:8][CH3:9])[cH:7]1>>[O:1]([c:2]1[c:3]([C:12]([CH2:13][CH2:14][c:15]2[cH:16][cH:17][c:18]([O:21][CH3:22])[cH:19][cH:20]2)=[O:23])[c:4]([O:10][CH3:11])[cH:5][c:6]([O:8][CH3:9])[cH:7]1)[CH2:27][C:28](=[O:29])[O:30][CH3:31].